This data is from the Open Reaction Database (ORD), a public repository of structured organic reaction records. The task is: describe an organic reaction: reactants, conditions, products, and yield Reactants: N(=O)[O-].[Na+] (Sodium nitrite), S(=O)=O (sulfur dioxide), NC1=C(C=C(C(=O)NCC(C)(C)OC2=CC=C(C=C2)F)C=C1)F (4-Amino-3-fluoro-N-[2-(4-fluorophenoxy)-2-methylpropyl]benzamide), Cl (HCl). The reagents and catalysts are O.O.[Cu](Cl)Cl (copper(II) chloride dihydrate). The solvent is O (water), CC(=O)O (AcOH), O (water), O (water). Run at time 20 minute. Yields the product FC1=C(C=CC(=C1)C(=O)NCC(C)(C)OC1=CC=C(C=C1)F)S(=O)(=O)Cl (2-Fluoro-4-({[2-(4-fluorophenoxy)-2-methylpropyl]amino}carbonyl)benzenesulfonyl chloride). Reaction SMILES: N[C:2]1[CH:22]=[CH:21][C:5]([C:6]([NH:8][CH2:9][C:10]([O:13][C:14]2[CH:19]=[CH:18][C:17]([F:20])=[CH:16][CH:15]=2)([CH3:12])[CH3:11])=[O:7])=[CH:4][C:3]=1[F:23].N([O-])=O.[Na+].[S:28](=[O:30])=[O:29].[ClH:31]>O.CC(O)=O.O.O.[Cu](Cl)Cl>[F:23][C:3]1[CH:4]=[C:5]([C:6]([NH:8][CH2:9][C:10]([O:13][C:14]2[CH:19]=[CH:18][C:17]([F:20])=[CH:16][CH:15]=2)([CH3:12])[CH3:11])=[O:7])[CH:21]=[CH:22][C:2]=1[S:28]([Cl:31])(=[O:30])=[O:29] |f:1.2,7.8.9|. Procedure details: 4-Amino-3-fluoro-N-[2-(4-fluorophenoxy)-2-methylpropyl]benzamide (Preparation 94, 441 mg, 1.24 mmol) in 6 M of HCl in water (2 mL) was cooled at −5° C. Sodium nitrite (94.0 mg, 1.36 mmol) in water (0.5 mL, 30 mmol) was added slowly. After 20 minutes, sulfur dioxide in AcOH (8:25, sulfur dioxide:AcOH, 3 mL) and copper(II) chloride dihydrate (0.21 g, 1.2 mmol) were added to the reaction mixture. Vigorous gas evolution occurred. After 2 hours, the reaction was poured onto ice and water. The resulti... Starting materials: CC1=C(C=C(C=C1)[N+](=O)[O-])OCC#C (1-methyl-4-nitro-2-(2-propynyloxy)benzene). Reagents/catalysts: [Fe] (iron). Run in C(C)O (ethanol), O (water). Yields the product CC1=C(C=C(C=C1)N)OCC#C (4-methyl-3-(2-propynyloxy)benzenamine). Reaction SMILES: [CH3:1][C:2]1[CH:7]=[CH:6][C:5]([N+:8]([O-])=O)=[CH:4][C:3]=1[O:11][CH2:12][C:13]#[CH:14]>C(O)C.O.[Fe]>[CH3:1][C:2]1[CH:7]=[CH:6][C:5]([NH2:8])=[CH:4][C:3]=1[O:11][CH2:12][C:13]#[CH:14]. Reported procedure: As described above 1-methyl-4-nitro-2-(2-propynyloxy)benzene was made, mp 75°-77° C. This compound, (26 g) was reduced using iron in ethanol and water to give 4-methyl-3-(2-propynyloxy)benzenamine isolated as the hydrochloride salt mp >250° C. This amine salt was converted to the isocyanate analogue using phosgene in ethyl acetate as solvent, i.e. 4-isocyanato-4-methyl- 2-(2-propynyloxy)benzene, bp 78°-80° C./0.05 mm. Ethyl 3-amino-4,4,4-trifluoro-2-butenoate (19.6 g) was converted to its sodium... Starting materials: CO, Nc1c(F)cccc1[N+](=O)[O-]. Yields the product Nc1cccc(F)c1N. Reaction SMILES: [CH3:12][OH:13].[F:1][c:2]1[c:3]([NH2:4])[c:5]([N+:9]([O-:10])=[O:11])[cH:6][cH:7][cH:8]1>>[F:1][c:2]1[c:3]([NH2:4])[c:5]([NH2:9])[cH:6][cH:7][cH:8]1. Yields the product FC1=C(C=CC(=C1)F)[C@]([C@@H](C)N1C(N(C=C1)C1=CC=C(C=C1)CN1N=CN=C1)=O)(CN1N=CN=C1)O (1-[(1R,2R)-2-(2,4-difluorophenyl)-2-hydroxy-1-methyl-3-(1H-1,2,4-triazol-1-yl)propyl]-3-[4-(1H-1,2,4-triazol-1-ylmethyl)phenyl]-2(1H,3H)-imidazolone). As a reaction SMILES: [F:1][C:2]1[CH:7]=[C:6]([F:8])[CH:5]=[CH:4][C:3]=1[C@@:9]1([CH2:13][N:14]2[CH:18]=[N:17][CH:16]=[N:15]2)[C@H:11]([CH3:12])[O:10]1.[N:19]1([CH2:24][C:25]2[CH:30]=[CH:29][C:28]([N:31]3[CH:35]=[CH:34][NH:33][C:32]3=[O:36])=[CH:27][CH:26]=2)[CH:23]=[N:22][CH:21]=[N:20]1>>[F:1][C:2]1[CH:7]=[C:6]([F:8])[CH:5]=[CH:4][C:3]=1[C@@:9]([OH:10])([CH2:13][N:14]1[CH:18]=[N:17][CH:16]=[N:15]1)[C@H:11]([N:33]1[CH:34]=[CH:35][N:31]([C:28]2[CH:27]=[CH:26][C:25]([CH2:24][N:19]3[CH:23]=[N:22][CH:21]=[N:20]3)=[CH:30][CH:29]=2)[C:32]1=[O:36])[CH3:12]. The reactants are FC1=C(C=CC(=C1)F)[C@@]1(O[C@H]1C)CN1N=CN=C1 ((2R,3S)-2-(2,4-Difluorophenyl)-3-methyl-2-(1H-1,2,4-triazol-1-yl)methyloxirane), N1(N=CN=C1)CC1=CC=C(C=C1)N1C(NC=C1)=O (1-[4-(1H-1,2,4-triazol-1-ylmethyl)phenyl]-2(1H,3H)-imidazolone). Reported procedure: (2R,3S)-2-(2,4-Difluorophenyl)-3-methyl-2-(1H-1,2,4-triazol-1-yl)methyloxirane was reacted with 1-[4-(1H-1,2,4-triazol-1-ylmethyl)phenyl]-2(1H,3H)-imidazolone in the same manner as in Working Example 11 to give 1-[(1R,2R)-2-(2,4-difluorophenyl)-2-hydroxy-1-methyl-3-(1H-1,2,4-triazol-1-yl)propyl]-3-[4-(1H-1,2,4-triazol-1-ylmethyl)phenyl]-2(1H,3H)-imidazolone (Compound 17). The reactants are CCO, CCc1ccccc1-c1cccc(C(C)C)c1OCc1cccc(C(=O)OC)c1, [Na+], [OH-]. Product: CCc1ccccc1-c1cccc(C(C)C)c1OCc1cccc(C(=O)O)c1. Reaction SMILES: [CH3:32][CH2:33][OH:34].[CH:1]([CH3:2])([CH3:3])[c:4]1[cH:5][cH:6][cH:7][c:8](-[c:22]2[c:23]([CH2:24][CH3:25])[cH:26][cH:27][cH:28][cH:29]2)[c:9]1[O:10][CH2:11][c:12]1[cH:13][c:14]([C:15](=[O:16])[O:17][CH3:18])[cH:19][cH:20][cH:21]1.[Na+:31].[OH-:30]>>[CH:1]([CH3:2])([CH3:3])[c:4]1[cH:5][cH:6][cH:7][c:8](-[c:22]2[c:23]([CH2:24][CH3:25])[cH:26][cH:27][cH:28][cH:29]2)[c:9]1[O:10][CH2:11][c:12]1[cH:13][c:14]([C:15](=[O:16])[OH:17])[cH:19][cH:20][cH:21]1.